Dataset: the Open Reaction Database (ORD), a public repository of structured organic reaction records. Task: describe an organic reaction: reactants, conditions, products, and yield Starting materials: O (water), CC1=NC2=CC=C(C=C2C=C1)CO ((2-methyl-6-quinolinyl)methanol), C1CCC2=NCCCN2CC1 (DBU), C=1C=CC(=CC1)P(=O)(C=2C=CC=CC2)N=[N+]=[N-] (DPPA). Solvent: CN(C)C=O (DMF). Run at temperature 23 celsius, time 8 hour. Yields the product N(=[N+]=[N-])CC=1C=C2C=CC(=NC2=CC1)C (6-(azidomethyl)-2-methylquinoline). As a reaction SMILES: [CH3:1][C:2]1[CH:11]=[CH:10][C:9]2[C:4](=[CH:5][CH:6]=[C:7]([CH2:12]O)[CH:8]=2)[N:3]=1.C1CCN2C(=NCCC2)CC1.C1C=CC(P([N:39]=[N+:40]=[N-:41])(C2C=CC=CC=2)=O)=CC=1.O>CN(C=O)C>[N:39]([CH2:12][C:7]1[CH:8]=[C:9]2[C:4](=[CH:5][CH:6]=1)[N:3]=[C:2]([CH3:1])[CH:11]=[CH:10]2)=[N+:40]=[N-:41]. Procedure details: To a solution of (2-methyl-6-quinolinyl)methanol (100 mg, 0.560 mmol) and DBU (0.152 ml, 1.008 mmol) in DMF (4 ml) was added DPPA (0.205 ml, 0.952 mmol). The reaction mixture was stirred overnight at 23° C. Reaction mixture was poured into water and extracted twice with ethyl acetate. Organic layer was washed with brine, dried over sodium sulfate, filtered and evaporated to afford a crude material, which was purified by silicagel chromatography (cyclohexane:ethyl acetate from 100:0 to 0:100) to ... Starting materials: BrC=1C=C(C(=O)NC(C)C2=CN=C(N=N2)NC2=C(C=CC(=C2)S(=O)(=O)CC)OC)C=CC1 (3-bromo-N-[1-(3-{[5-(ethylsulfonyl)-2-methoxyphenyl]amino}-1,2,4-triazin-6-yl)ethyl]benzamide), P(=O)(Cl)(Cl)Cl (phosphorus oxychloride), BrC=1C=C(C(=O)NC(C)C2=CN=C(N=N2)NC2=C(C=CC(=C2)S(=O)(=O)CC)OC)C=CC1 (3-bromo-N-[1-(3-{[5-(ethylsulfonyl)-2-methoxyphenyl]amino}-1,2,4-triazin-6-yl)ethyl]benzamide), N1N=CN=C1 (1,2,4-triazole). Run in N1=CC=CC=C1 (pyridine). Product: BrC=1C=C(C=CC1)C1=NC(=C2C=NC(=NN21)NC2=C(C=CC(=C2)S(=O)(=O)CC)OC)C (7-(3-bromophenyl)-N-[5-(ethylsulfonyl)-2-methoxyphenyl]-5-methylimidazo[5,1-f][1,2,4]triazin-2-amine). The yield is 27.9%. Reaction SMILES: [Br:1][C:2]1[CH:3]=[C:4]([CH:30]=[CH:31][CH:32]=1)[C:5]([NH:7][CH:8]([C:10]1[N:15]=[N:14][C:13]([NH:16][C:17]2[CH:22]=[C:21]([S:23]([CH2:26][CH3:27])(=[O:25])=[O:24])[CH:20]=[CH:19][C:18]=2[O:28][CH3:29])=[N:12][CH:11]=1)[CH3:9])=O.N1C=NC=N1.P(Cl)(Cl)(Cl)=O>N1C=CC=CC=1>[Br:1][C:2]1[CH:3]=[C:4]([C:5]2[N:15]3[C:10]([CH:11]=[N:12][C:13]([NH:16][C:17]4[CH:22]=[C:21]([S:23]([CH2:26][CH3:27])(=[O:25])=[O:24])[CH:20]=[CH:19][C:18]=4[O:28][CH3:29])=[N:14]3)=[C:8]([CH3:9])[N:7]=2)[CH:30]=[CH:31][CH:32]=1. Procedure details: In a similar manner as described for Example 9, 3-bromo-N-[1-(3-{[5-(ethylsulfonyl)-2-methoxyphenyl]amino}-1,2,4-triazin-6-yl)ethyl]benzamide (Intermediate 23) (0.11 g, 0.20 mmol) and 1,2,4-triazole (83 mg, 1.2 mmol) in pyridine (2 mL) and phosphorus oxychloride (0.056 mL, 0.6 mmol) gave 7-(3-bromophenyl)-N-[5-(ethylsulfonyl)-2-methoxyphenyl]-5-methylimidazo[5,1-f][1,2,4]triazin-2-amine (0.028 g) as a yellow solid. 1H NMR (CDCl3): δ8.89 (d, J=2.2 Hz, 1H), 8.85 (s, 1H), 8.69-8.60 (m, 1H), 8.43 (d...